The task is: describe an organic reaction: reactants, conditions, products, and yield. This data is from the Open Reaction Database (ORD), a public repository of structured organic reaction records. Yield: 46.6%. Reagents/catalysts: [Br-].[Zn+2].[Br-] (zinc bromide). Reported procedure: In a manner analogous to Example 59, 2.6 g (0.007 mole) of 3-[3,5-bis(1,1-dimethylethyl)-4-[(2-methoxyethoxy)methoxy]phenyl]-5-methyl-1,2,4-oxadiazole is reacted with 7.7 g (0.03 mole) of zinc bromide to give 0.94 g (48%) of 2,6-bis(1,1-dimethylethyl)-4-(5-methyl-1,2,4-oxadiazol-3-yl)-phenol; mp 126°-127° C. Reaction SMILES: [CH3:1][C:2]([C:5]1[CH:6]=[C:7]([C:22]2[N:26]=[C:25]([CH3:27])[O:24][N:23]=2)[CH:8]=[C:9]([C:18]([CH3:21])([CH3:20])[CH3:19])[C:10]=1[O:11]COCCOC)([CH3:4])[CH3:3]>[Br-].[Zn+2].[Br-]>[CH3:4][C:2]([C:5]1[CH:6]=[C:7]([C:22]2[N:26]=[C:25]([CH3:27])[O:24][N:23]=2)[CH:8]=[C:9]([C:18]([CH3:21])([CH3:20])[CH3:19])[C:10]=1[OH:11])([CH3:1])[CH3:3] |f:1.2.3|. Product: CC(C)(C)C1=C(C(=CC(=C1)C1=NOC(=N1)C)C(C)(C)C)O (2,6-bis(1,1-dimethylethyl)-4-(5-methyl-1,2,4-oxadiazol-3-yl)-phenol). Starting materials: CC(C)(C)C=1C=C(C=C(C1OCOCCOC)C(C)(C)C)C1=NOC(=N1)C (3-[3,5-bis(1,1-dimethylethyl)-4-[(2-methoxyethoxy)methoxy]phenyl]-5-methyl-1,2,4-oxadiazole). Starting materials: N,N-dimethylbarbituric acid, ClC1=C(C=CC(=C1)N(CC=C)CC=C)C(C(C(F)(F)F)(O)C1=CC(=NC=C1)Cl)C (3-(2-chloro-4-diallylamino-phenyl)-2-(2-chloro-pyridin-4-yl)-1,1,1-trifluoro-butan-2-ol), [OH-].[Na+] (NaOH). The reagents and catalysts are C=1C=CC(=CC1)[P](C=2C=CC=CC2)(C=3C=CC=CC3)[Pd]([P](C=4C=CC=CC4)(C=5C=CC=CC5)C=6C=CC=CC6)([P](C=7C=CC=CC7)(C=8C=CC=CC8)C=9C=CC=CC9)[P](C=1C=CC=CC1)(C=1C=CC=CC1)C=1C=CC=CC1 (Pd(PPh3)4). The solvent is C(Cl)Cl (DCM). Product: NC1=CC(=C(C=C1)C(C(C(F)(F)F)(O)C1=CC(=NC=C1)Cl)C)Cl (3-(4-Amino-2-chloro-phenyl)-2-(2-chloro-pyridin-4-yl)-1,1,1-trifluoro-butan-2-ol). Yield: 69.1%. As a reaction SMILES: [Cl:1][C:2]1[CH:7]=[C:6]([N:8](CC=C)CC=C)[CH:5]=[CH:4][C:3]=1[CH:15]([CH3:29])[C:16]([C:22]1[CH:27]=[CH:26][N:25]=[C:24]([Cl:28])[CH:23]=1)([OH:21])[C:17]([F:20])([F:19])[F:18].[OH-].[Na+]>C(Cl)Cl.C1C=CC([P]([Pd]([P](C2C=CC=CC=2)(C2C=CC=CC=2)C2C=CC=CC=2)([P](C2C=CC=CC=2)(C2C=CC=CC=2)C2C=CC=CC=2)[P](C2C=CC=CC=2)(C2C=CC=CC=2)C2C=CC=CC=2)(C2C=CC=CC=2)C2C=CC=CC=2)=CC=1>[NH2:8][C:6]1[CH:5]=[CH:4][C:3]([CH:15]([CH3:29])[C:16]([C:22]2[CH:27]=[CH:26][N:25]=[C:24]([Cl:28])[CH:23]=2)([OH:21])[C:17]([F:18])([F:19])[F:20])=[C:2]([Cl:1])[CH:7]=1 |f:1.2,^1:38,40,59,78|. Procedure: N,N-dimethylbarbituric acid (420 mg) and Pd(PPh3)4 (117 mg) were added to a solution of 3-(2-chloro-4-diallylamino-phenyl)-2-(2-chloro-pyridin-4-yl)-1,1,1-trifluoro-butan-2-ol (300 mg) in DCM (60 ml). The mixture was heated under reflux for 3 h. 1N aqueous NaOH solution was added and extracted with DCM. The combined organic layers were dried over Na2SO4 and then concentrated to an oil. The residue was purified by flash chromatography (SiO2, 0 to 50% EtOAc/heptane) to give the title compound (170... Starting materials: CCOC(=O)OCC, [Li]CCCC, CN1CCC1=O, CCCCCC, CC(C)NC(C)C, C1CCOC1. Product: CCOC(=O)C1CN(C)C1=O. RXN SMILES: [C:25]([O:26][CH2:27][CH3:28])([O:29][CH2:31][CH3:32])=[O:30].[CH2:14]([Li:15])[CH2:16][CH2:17][CH3:18].[CH3:19][N:20]1[C:21](=[O:24])[CH2:22][CH2:23]1.[CH3:8][CH2:9][CH2:10][CH2:11][CH2:12][CH3:13].[CH:1]([NH:2][CH:3]([CH3:4])[CH3:5])([CH3:6])[CH3:7].[O:33]1[CH2:34][CH2:35][CH2:36][CH2:37]1>>[CH3:19][N:20]1[C:21](=[O:24])[CH:22]([C:25]([O:26][CH2:27][CH3:28])=[O:29])[CH2:23]1. The reactants are C1(=CC=CC=C1)C1(CCCCC1)C(=O)O (1-phenyl-1-cyclohexanecarboxylic acid), COC(=O)C1CCCC1 (methyl-1-cyclopentanecarboxylate). Run in CCOCC (ether). Product: COC(=O)C1(CCCCC1)C1=CC=CC=C1 (Methyl-1-phenyl-1-cyclohexanecarboxylate). Reaction SMILES: [C:1]1([C:7]2([C:13]([OH:15])=[O:14])[CH2:12][CH2:11][CH2:10][CH2:9][CH2:8]2)[CH:6]=[CH:5][CH:4]=[CH:3][CH:2]=1.[CH3:16]OC(C1CCCC1)=O>CCOCC>[CH3:16][O:14][C:13]([C:7]1([C:1]2[CH:6]=[CH:5][CH:4]=[CH:3][CH:2]=2)[CH2:12][CH2:11][CH2:10][CH2:9][CH2:8]1)=[O:15]. Procedure details: This compound was prepared (1.91 g, 8.76 mmol, 89%) from the product of Step A (2.00 g, 9.8 mmol) following the procedure for synthesis of methyl-1-cyclopentanecarboxylate as set forth in Step A, Example 1. The product of this step was homogeneous by TLC (ether:C2Cl2, 2:1) and used in the next step without further purification. CIMS 219 m/z (M+1).